Task: describe an organic reaction: reactants, conditions, products, and yield. Dataset: the Open Reaction Database (ORD), a public repository of structured organic reaction records The reactants are C1(=CC=CC=C1)B(O)O (Phenylboronic acid), N(C1=CC=CC=C1)C1=NC(=NC=C1I)Cl (4-anilino-2-chloro-5-iodopyrimidine), O (water), C([O-])([O-])=O.[Na+].[Na+] (sodium carbonate), C1(=CC=CC=C1)B(O)O (phenylboronic acid). The reagents and catalysts are C=1C=CC(=CC1)[P](C=2C=CC=CC2)(C=3C=CC=CC3)[Pd]([P](C=4C=CC=CC4)(C=5C=CC=CC5)C=6C=CC=CC6)([P](C=7C=CC=CC7)(C=8C=CC=CC8)C=9C=CC=CC9)[P](C=1C=CC=CC1)(C=1C=CC=CC1)C=1C=CC=CC1 (tetrakis(triphenylphosphine)palladium(0)), [Pd].C1(=CC=CC=C1)P(C1=CC=CC=C1)C1=CC=CC=C1.C1(=CC=CC=C1)P(C1=CC=CC=C1)C1=CC=CC=C1.C1(=CC=CC=C1)P(C1=CC=CC=C1)C1=CC=CC=C1.C1(=CC=CC=C1)P(C1=CC=CC=C1)C1=CC=CC=C1 (tetrakis(triphenylphosphine) palladium(0)). Run in C1(=CC=CC=C1)C (toluene), C(C)O (ethanol). The product is N(C1=CC=CC=C1)C1=NC(=NC=C1C1=CC=CC=C1)Cl (4-Anilino-2-chloro-5-phenylpyrimidine). The yield is 49.7%. RXN SMILES: [C:1]1(B(O)O)[CH:6]=[CH:5][CH:4]=[CH:3][CH:2]=1.[NH:10]([C:17]1[C:22](I)=[CH:21][N:20]=[C:19]([Cl:24])[N:18]=1)[C:11]1[CH:16]=[CH:15][CH:14]=[CH:13][CH:12]=1.C(=O)([O-])[O-].[Na+].[Na+].O>C1(C)C=CC=CC=1.C(O)C.C1C=CC([P]([Pd]([P](C2C=CC=CC=2)(C2C=CC=CC=2)C2C=CC=CC=2)([P](C2C=CC=CC=2)(C2C=CC=CC=2)C2C=CC=CC=2)[P](C2C=CC=CC=2)(C2C=CC=CC=2)C2C=CC=CC=2)(C2C=CC=CC=2)C2C=CC=CC=2)=CC=1>[NH:10]([C:17]1[C:22]([C:1]2[CH:6]=[CH:5][CH:4]=[CH:3][CH:2]=2)=[CH:21][N:20]=[C:19]([Cl:24])[N:18]=1)[C:11]1[CH:16]=[CH:15][CH:14]=[CH:13][CH:12]=1 |f:2.3.4,^1:45,47,66,85|. Procedure details: Phenylboronic acid (240 mg, 2 mmol) and tetrakis(triphenylphosphine)palladium(0) (30 mg) were added to a solution of 4-anilino-2-chloro-5-iodopyrimidine (Method 59, 331 mg, 1 mmol) in toluene (10 ml) and ethanol (2.5 ml). 2M aqueous sodium carbonate solution (10 ml) was added and the mixture was stirred and heated under reflux for 3 hours. Further portions of phenylboronic acid (240 mg, 2 mmol) and tetrakis(triphenylphosphine) palladium(0) (30 mg) were added and the mixture was stirred and heate... Reactants: ClP(C1=CC=CC=C1)Cl (dichlorophenylphosphine), solution, C(C)(C)(C)[Mg]Cl (tert-butylmagnesium chloride), [Br-].[Li+] (lithium bromide), [H+].[B-](F)(F)(F)F (HBF4), [H+].[B-](F)(F)(F)F (HBF4). The solvent is CCCCCC (hexane), CCCCCC (hexane), CCOCC (ether). Run at temperature 0 celsius, time 2 hour. The product is F[B-](F)(F)F.C(C)(C)(C)[PH+](C1=CC=CC=C1)C(C)(C)C (di(tert-butyl)phenylphosphonium tetrafluoroborate). Reaction SMILES: [Br-].[Li+].Cl[P:4](Cl)[C:5]1[CH:10]=[CH:9][CH:8]=[CH:7][CH:6]=1.[C:12]([Mg]Cl)([CH3:15])([CH3:14])[CH3:13].[H+].[B-:19]([F:23])([F:22])([F:21])[F:20]>CCOCC.CCCCCC>[F:20][B-:19]([F:23])([F:22])[F:21].[C:12]([PH+:4]([C:12]([CH3:15])([CH3:14])[CH3:13])[C:5]1[CH:10]=[CH:9][CH:8]=[CH:7][CH:6]=1)([CH3:15])([CH3:14])[CH3:13] |f:0.1,4.5,8.9|. Reported procedure: In a round-bottomed flask, 60.6 mg of copper(I)bromide-dimethyl sulphide complex and 51.2 mg of lithium bromide are initially charged under protective gas. 20 ml of hexane, 4 ml of dichlorophenylphosphine and another 19 ml of hexane are subsequently added. The reaction solution is cooled to 0° C. 32.4 ml of a 2 M solution of tert-butylmagnesium chloride in ether are then slowly added dropwise. The mixture is subsequently allowed to slowly adjust to room temperature and is then stirred at room te...